Dataset: the Open Reaction Database (ORD), a public repository of structured organic reaction records. Task: describe an organic reaction: reactants, conditions, products, and yield Reaction SMILES: [CH3:25][c:26]1[cH:27][cH:28][cH:29][cH:30][cH:31]1.[OH:1][CH:2]([CH2:3][C:4]([CH3:5])=[O:6])[CH2:7][CH2:8][S:9][c:10]1[cH:11][cH:12][c:13]([C:16]([F:17])([F:18])[F:19])[cH:14][cH:15]1.[S:20](=[O:21])(=[O:22])([OH:23])[OH:24]>>[CH:2](=[CH:3][C:4]([CH3:5])=[O:6])[CH2:7][CH2:8][S:9][c:10]1[cH:11][cH:12][c:13]([C:16]([F:17])([F:18])[F:19])[cH:14][cH:15]1. Yields the product CC(=O)C=CCCSc1ccc(C(F)(F)F)cc1. Starting materials: Cc1ccccc1, CC(=O)CC(O)CCSc1ccc(C(F)(F)F)cc1, O=S(=O)(O)O.